Dataset: the Open Reaction Database (ORD), a public repository of structured organic reaction records. Task: describe an organic reaction: reactants, conditions, products, and yield Reactants: O (water), NC=1SC=C(N1)C(C(=O)NC1[C@@H]2N(C(=C(CS2)C=C)C(=O)[O-])C1=O)=NOC.[Na+] (sodium 7-[2-(2-aminothiazol-4-yl)-2-methoxyiminoacetamido]-3-vinyl-3-cephem-4-carboxylate), C(C)(=O)OCI (iodomethyl acetate), C(C)(C)OC(C)C (diisopropyl ether). Solvent: C(C)(=O)OCC (ethyl acetate), CN(C=O)C (N,N-dimethylformamide), CN(C=O)C (N,N-dimethylformamide). Run at time 15 minute. The product is NC=1SC=C(N1)C(C(=O)NC1[C@@H]2N(C(=C(CS2)C=C)C(=O)OCOC(C)=O)C1=O)=NOC (acetoxymethyl 7-[2-(2-aminothiazol-4-yl)-2-methoxyiminoacetamido]-3-vinyl-3-cephem-4-carboxylate). The yield is 66.5%. Reaction SMILES: [NH2:1][C:2]1[S:3][CH:4]=[C:5]([C:7](=[N:25][O:26][CH3:27])[C:8]([NH:10][CH:11]2[C:23](=[O:24])[N:13]3[C:14]([C:20]([O-:22])=[O:21])=[C:15]([CH:18]=[CH2:19])[CH2:16][S:17][C@H:12]23)=[O:9])[N:6]=1.[Na+].[C:29]([O:32][CH2:33]I)(=[O:31])[CH3:30].O.C(OC(C)C)(C)C>CN(C)C=O.C(OCC)(=O)C>[NH2:1][C:2]1[S:3][CH:4]=[C:5]([C:7](=[N:25][O:26][CH3:27])[C:8]([NH:10][CH:11]2[C:23](=[O:24])[N:13]3[C:14]([C:20]([O:22][CH2:33][O:32][C:29](=[O:31])[CH3:30])=[O:21])=[C:15]([CH:18]=[CH2:19])[CH2:16][S:17][C@H:12]23)=[O:9])[N:6]=1 |f:0.1|. Reported procedure: To a solution of sodium 7-[2-(2-aminothiazol-4-yl)-2-methoxyiminoacetamido]-3-vinyl-3-cephem-4-carboxylate (syn isomer) (2.2 g) in N,N-dimethylformamide (25 ml) was added dropwise a solution of iodomethyl acetate (1 g) in N,N-dimethylformamide (3 ml) below 5° C. in the course of 2 minutes, and the mixture was stirred at the same temperature for 15 minutes. The reaction mixture was poured into a mixture of water (100 ml) and ethyl acetate (50 ml), and the separated aqueous solution was extracted ... Reactants: CCOC(=O)C1CC1(C)c1cc(F)c(C(C)(C)C)c(F)c1, C1CCOC1, CO, [Na+], [OH-]. Yields the product CC(C)(C)c1c(F)cc(C2(C)CC2C(=O)O)cc1F. Reaction SMILES: [C:6]([CH3:7])([CH3:8])([CH3:9])[c:10]1[c:11]([F:26])[cH:12][c:13]([C:17]2([CH3:25])[CH:18]([C:20](=[O:21])[O:22][CH2:23][CH3:24])[CH2:19]2)[cH:14][c:15]1[F:16].[CH2:1]1[O:2][CH2:3][CH2:4][CH2:5]1.[CH3:29][OH:30].[Na+:28].[OH-:27]>>[C:6]([CH3:7])([CH3:8])([CH3:9])[c:10]1[c:11]([F:26])[cH:12][c:13]([C:17]2([CH3:25])[CH:18]([C:20](=[O:21])[OH:22])[CH2:19]2)[cH:14][c:15]1[F:16]. Reactants: CCO, [Na+], O, [SH-], N#CC1(c2ccccc2)CC1. Yields the product NC(=S)C1(c2ccccc2)CC1. RXN SMILES: [CH3:15][CH2:16][OH:17].[Na+:14].[OH2:12].[SH-:13].[c:1]1([C:7]2([C:10]#[N:11])[CH2:8][CH2:9]2)[cH:2][cH:3][cH:4][cH:5][cH:6]1>>[c:1]1([C:7]2([C:10]([NH2:11])=[S:13])[CH2:8][CH2:9]2)[cH:2][cH:3][cH:4][cH:5][cH:6]1. The reactants are FC(C=1C=CC(=NC1)S)(F)F (5-trifluoromethyl-pyridine-2-thiol), OS(=O)(=O)O (H2SO4), Cl[O-].[Na+] (sodium hypochlorite), O (water). Run at time 45 minute. Product: FC(C=1C=CC(=NC1)S(=O)(=O)Cl)(F)F (5-Trifluoromethyl-pyridine-2-sulfonyl chloride). The yield is 79.0%. RXN SMILES: [F:1][C:2]([F:11])([F:10])[C:3]1[CH:4]=[CH:5][C:6](S)=[N:7][CH:8]=1.[Cl:12][O-].[Na+].O.[OH:16][S:17]([OH:20])(=O)=O>>[F:1][C:2]([F:11])([F:10])[C:3]1[CH:4]=[CH:5][C:6]([S:17]([Cl:12])(=[O:20])=[O:16])=[N:7][CH:8]=1 |f:1.2|. Procedure: 0.8 g (4.47 mmol) of 5-trifluoromethyl-pyridine-2-thiol is placed at −8° C. in 16 mL of H2SO4. 16.96 mL (35.7 mmol) of a 13% sodium hypochlorite solution is poured gently such that the temperature of the reaction medium does not exceed 5° C. This mixture is then stirred for 45 min, taken up by water and then extracted using AcOEt. After drying followed by reduction to dryness of the organic phases, an oil is isolated (yield: 79%) and used as such for the next reactions. The reactants are [Si](C)(C)(C(C)(C)C)O[C@@H](CNC(CC=1C=C(C(=O)O)C=CC1)(C)C)C1=CC(=C(C=C1)O)CO (3-{2-[(2R)-2-(tert-butyldimethylsilanyloxy)-2-(4-hydroxy-3-hydroxy methyl-phenyl)ethylamino]-2-methylpropyl}benzoic acid), Cl.ClC1=CC=C(C=C1)CCNCC ([2-(4-chloro-phenyl)-ethyl]-ethyl-amine hydrochloride). Product: [Si](C)(C)(C(C)(C)C)O[C@@H](CNC(CC=1C=C(C(=O)N(CC)CCC2=CC=C(C=C2)Cl)C=CC1)(C)C)C1=CC(=C(C=C1)O)CO (3-[2-({(2R)-2-{[tert-Butyl(dimethyl)silyl]oxy}-2-[4-hydroxy-3-(hydroxymethyl)phenyl]ethyl}amino)-2-methyl propyl]-N-[2-(4-chlorophenyl)ethyl]-N-ethylbenzamide). Yield: 43.0%. As a reaction SMILES: [Si:1]([O:8][C@H:9]([C:25]1[CH:30]=[CH:29][C:28]([OH:31])=[C:27]([CH2:32][OH:33])[CH:26]=1)[CH2:10][NH:11][C:12]([CH3:24])([CH3:23])[CH2:13][C:14]1[CH:15]=[C:16]([CH:20]=[CH:21][CH:22]=1)[C:17](O)=[O:18])([C:4]([CH3:7])([CH3:6])[CH3:5])([CH3:3])[CH3:2].Cl.[Cl:35][C:36]1[CH:41]=[CH:40][C:39]([CH2:42][CH2:43][NH:44][CH2:45][CH3:46])=[CH:38][CH:37]=1>>[Si:1]([O:8][C@H:9]([C:25]1[CH:30]=[CH:29][C:28]([OH:31])=[C:27]([CH2:32][OH:33])[CH:26]=1)[CH2:10][NH:11][C:12]([CH3:24])([CH3:23])[CH2:13][C:14]1[CH:15]=[C:16]([CH:20]=[CH:21][CH:22]=1)[C:17]([N:44]([CH2:43][CH2:42][C:39]1[CH:38]=[CH:37][C:36]([Cl:35])=[CH:41][CH:40]=1)[CH2:45][CH3:46])=[O:18])([C:4]([CH3:7])([CH3:6])[CH3:5])([CH3:2])[CH3:3] |f:1.2|. Reported procedure: The title compound was prepared from 3-{2-[(2R)-2-(tert-butyldimethylsilanyloxy)-2-(4-hydroxy-3-hydroxy methyl-phenyl)ethylamino]-2-methylpropyl}benzoic acid (preparation 37) and [2-(4-chloro-phenyl)-ethyl]-ethyl-amine hydrochloride (preparation 81), using a similar method to that of preparation 109, as a white solid in 43% yield. 1H NMR (400 MHz, CD3OD) 7.90-6.90 (10H, m), 6.72 (1H, d), 4.69 (1H, m), 4.63 (2H, m), 3.70 (1H, m), 3.61 (1H, m), 3.49 (1H, m), 3.10 (1H, m), 3.03-2.58 (6H, m), 1.29-1... The reactants are C1COCCO1, CO, Cl, CN1CCN(c2cc(-c3ccc4c(c3)CN(C(=O)OC3CCN(C(=O)OC(C)(C)C)CC3)CC4)nc(N)n2)CC1. Yields the product CN1CCN(c2cc(-c3ccc4c(c3)CN(C(=O)OC3CCNCC3)CC4)nc(N)n2)CC1. As a reaction SMILES: [CH2:42]1[O:43][CH2:44][CH2:45][O:46][CH2:47]1.[CH3:48][OH:49].[ClH:1].[NH2:2][c:3]1[n:4][c:5]([N:35]2[CH2:36][CH2:37][N:38]([CH3:41])[CH2:39][CH2:40]2)[cH:6][c:7](-[c:9]2[cH:10][cH:11][c:12]3[c:17]([cH:18]2)[CH2:16][N:15]([C:19](=[O:20])[O:21][CH:22]2[CH2:23][CH2:24][N:25]([C:28]([O:29][C:30]([CH3:31])([CH3:32])[CH3:33])=[O:34])[CH2:26][CH2:27]2)[CH2:14][CH2:13]3)[n:8]1>>[NH2:2][c:3]1[n:4][c:5]([N:35]2[CH2:36][CH2:37][N:38]([CH3:41])[CH2:39][CH2:40]2)[cH:6][c:7](-[c:9]2[cH:10][cH:11][c:12]3[c:17]([cH:18]2)[CH2:16][N:15]([C:19](=[O:20])[O:21][CH:22]2[CH2:23][CH2:24][NH:25][CH2:26][CH2:27]2)[CH2:14][CH2:13]3)[n:8]1. Starting materials: CCOC(=O)/N=N/C(=O)OCC (Diethylazodicarboxylate), C1(=CC=CC=C1)P(C1=CC=CC=C1)C1=CC=CC=C1 (triphenylphosphine), C([C@@H](O)C)(=O)OCC ((S)-(−)-ethyl lactate), C1(=CC=CC=C1)C1=CC=C(C=C1)O (4-phenylphenol). The solvent is O1CCCC1 (tetrahydrofuran), O1CCCC1 (tetrahydrofuran). Conditions: time 18 hour. Yields the product C1(=CC=C(C=C1)O[C@@H](C(=O)OCC)C)C1=CC=CC=C1 ((2R)-2-(Biphenyl-4-yloxy)propionic acid, ethyl ester). As a reaction SMILES: CCOC(/N=N/C(OCC)=O)=O.C1(P(C2C=CC=CC=2)C2C=CC=CC=2)C=CC=CC=1.[C:32]([O:37][CH2:38][CH3:39])(=[O:36])[C@H:33]([CH3:35])[OH:34].[C:40]1([C:46]2[CH:51]=[CH:50][C:49](O)=[CH:48][CH:47]=2)[CH:45]=[CH:44][CH:43]=[CH:42][CH:41]=1>O1CCCC1>[C:40]1([C:46]2[CH:47]=[CH:48][CH:49]=[CH:50][CH:51]=2)[CH:45]=[CH:44][C:43]([O:34][C@H:33]([CH3:35])[C:32]([O:37][CH2:38][CH3:39])=[O:36])=[CH:42][CH:41]=1. Procedure: Diethylazodicarboxylate (8.66 ml) in dry tetrahydrofuran (25 ml) was added dropwise over 30 minutes to a stirred solution of triphenylphosphine (13.11 g), (S)-(−)-ethyl lactate (5.67 ml) and 4-phenylphenol (8.51 g) in dry tetrahydrofuran (100 ml). The resulting solution was stirred at room temperature for 18 hours then concentrated under reduced pressure. A mixture of isohexane: ether (9:1) (200 ml) was added to the residue and stirred at room temperature for 30 minutes. The solution was filtere... Starting materials: solid, Cl.Cl.Cl.O1COC2=C1C=CC=C2N2CCN(CC2)CC[C@@H]2CC[C@H](CC2)N (Trans-4-[2-(4-Benzo[1,3]dioxol-4-yl-piperazin-1-yl)-ethyl]-cyclohexylamine trihydrochloride), Cl.Cl.Cl.O1COC2=C1C=CC=C2N2CCN(CC2)CC[C@@H]2CC[C@H](CC2)N (Trans-4-[2-(4-Benzo[1,3]dioxol-4-yl-piperazin-1-yl)-ethyl]-cyclohexylamine trihydrochloride), CC1(COC1)C(=O)O (3-methyloxetane-3-carboxylic acid). Product: O1COC2=C1C=CC=C2N2CCN(CC2)CC[C@@H]2CC[C@H](CC2)NC(=O)C2(COC2)C (3-Methyl-oxetane-3-carboxylic acid-trans-N-{4-[2-(4-benzo[1,3]dioxol-4-yl-piperazin-1-yl)-ethyl]-cyclohexyl}-amide). Reaction SMILES: Cl.Cl.Cl.[O:4]1[C:8]2[CH:9]=[CH:10][CH:11]=[C:12]([N:13]3[CH2:18][CH2:17][N:16]([CH2:19][CH2:20][C@H:21]4[CH2:26][CH2:25][C@H:24]([NH2:27])[CH2:23][CH2:22]4)[CH2:15][CH2:14]3)[C:7]=2[O:6][CH2:5]1.[CH3:28][C:29]1([C:33](O)=[O:34])[CH2:32][O:31][CH2:30]1>>[O:4]1[C:8]2[CH:9]=[CH:10][CH:11]=[C:12]([N:13]3[CH2:18][CH2:17][N:16]([CH2:19][CH2:20][C@H:21]4[CH2:26][CH2:25][C@H:24]([NH:27][C:33]([C:29]5([CH3:28])[CH2:32][O:31][CH2:30]5)=[O:34])[CH2:23][CH2:22]4)[CH2:15][CH2:14]3)[C:7]=2[O:6][CH2:5]1 |f:0.1.2.3|. Procedure: The title compound, white solid (19 mg, 52%), MS (ISP) m/z=430.2 [(M+H)+], was prepared in accordance with the general method of example 1 from Trans-4-[2-(4-Benzo[1,3]dioxol-4-yl-piperazin-1-yl)-ethyl]-cyclohexylamine hydrochloride (Intermediate A) (30 mg, 81.5 mmol) and 3-methyloxetane-3-carboxylic acid. Starting materials: CCO, COC(=O)c1ccc(C(F)(F)F)cc1[N+](=O)[O-], O. Product: COC(=O)c1ccc(C(F)(F)F)cc1N. RXN SMILES: [CH3:18][CH2:19][OH:20].[N+:1]([O-:2])(=[O:3])[c:4]1[c:5]([C:6](=[O:7])[O:8][CH3:9])[cH:10][cH:11][c:12]([C:14]([F:15])([F:16])[F:17])[cH:13]1.[OH2:21]>>[NH2:1][c:4]1[c:5]([C:6](=[O:7])[O:8][CH3:9])[cH:10][cH:11][c:12]([C:14]([F:15])([F:16])[F:17])[cH:13]1.